From a dataset of the Open Reaction Database (ORD), a public repository of structured organic reaction records. describe an organic reaction: reactants, conditions, products, and yield Starting materials: C#CC(O)(c1ccccc1)c1cc(C)ccc1C, CO, [H][H]. The product is CCC(O)(c1ccccc1)c1cc(C)ccc1C. RXN SMILES: [CH3:1][c:2]1[c:3]([C:4]([c:5]2[cH:6][cH:7][cH:8][cH:9][cH:10]2)([OH:11])[C:12]#[CH:13])[cH:14][c:15]([CH3:18])[cH:16][cH:17]1.[CH3:21][OH:22].[H:19][H:20]>>[CH3:1][c:2]1[c:3]([C:4]([c:5]2[cH:6][cH:7][cH:8][cH:9][cH:10]2)([OH:11])[CH2:12][CH3:13])[cH:14][c:15]([CH3:18])[cH:16][cH:17]1. Starting materials: Hydrate, [Na+].NCC(=O)[O-] (glycine Sodium Salt), [OH-].[Na+] (sodium hydroxide), SCC(=O)NC=1C=C(C(=O)NCC(=O)O)C=CC1 (N-[3-(mercaptoacetylamino)benzoyl]glycine). The solvent is O1CCCC1 (tetrahydrofuran). Run at temperature 22.5 celsius, time 2 hour. Yields the product [Na+].SCC(=O)NC=1C=C(C(=O)NCC(=O)[O-])C=CC1 (N-[3-(mercaptoacetylamino)benzoyl]glycine sodium salt). The yield is 88.3%. Reaction SMILES: [Na+:1].NCC([O-])=O.[OH-].[Na+].[SH:9][CH2:10][C:11]([NH:13][C:14]1[CH:15]=[C:16]([CH:24]=[CH:25][CH:26]=1)[C:17]([NH:19][CH2:20][C:21]([OH:23])=[O:22])=[O:18])=[O:12]>O1CCCC1>[Na+:1].[SH:9][CH2:10][C:11]([NH:13][C:14]1[CH:15]=[C:16]([CH:24]=[CH:25][CH:26]=1)[C:17]([NH:19][CH2:20][C:21]([O-:23])=[O:22])=[O:18])=[O:12] |f:0.1,2.3,6.7|. Reported procedure: Stable Hydrate of N-[3-Mercaptoacetylamino)benzoyl]-glycine Sodium Salt.-- An aqueous solution of 10% sodium hydroxide (65 ml. 0.1625 mole) is slowly added to a suspension of N-[3-(mercaptoacetylamino)benzoyl]glycine (43 g., 0.16 mole) in 230 ml. of tetrahydrofuran with cooling at 10-20° C. The mixture is warmed to about 20-25° C. and filtered from a trace of solid. Diluting the filtrate with 480 ml. of tetrahydrofuran promotes the formation of a suspension which is stirred for 2 hr. and collect... Reaction conditions: temperature 20 celsius, time 15 minute. The product is ClC1=CC=C(C=C1)C=1C=CC(=C(N)C1)C (5-(4-chlorophenyl)-2-methylaniline). Isolated yield 96.5%. Reported procedure: 4-Chlorophenylboronic acid (20.2 g, 0.13 mol) and tetrakis(triphenylphosphine)palladium (0) (3.7 g, 0.003 mol) are added to a solution of 5-bromo-2-methylaniline (20 g, 0.1 mol) in 1,2-dimethoxyethane (200 ml). After stirring the reaction mixture for 15 minutes at 20° C., a solution of 20% aqueous sodium carbonate (300 ml) is added to the mixture, and the resulting mixture is refluxed for 24 hours. The reaction mixture is cooled to room temperature, diluted with water (600 ml) and extracted usin... The solvent is COCCOC (1,2-dimethoxyethane), O (water). As a reaction SMILES: [Cl:1][C:2]1[CH:7]=[CH:6][C:5](B(O)O)=[CH:4][CH:3]=1.Br[C:12]1[CH:13]=[CH:14][C:15]([CH3:19])=[C:16]([CH:18]=1)[NH2:17].C(=O)([O-])[O-].[Na+].[Na+]>COCCOC.O.C1C=CC([P]([Pd]([P](C2C=CC=CC=2)(C2C=CC=CC=2)C2C=CC=CC=2)([P](C2C=CC=CC=2)(C2C=CC=CC=2)C2C=CC=CC=2)[P](C2C=CC=CC=2)(C2C=CC=CC=2)C2C=CC=CC=2)(C2C=CC=CC=2)C2C=CC=CC=2)=CC=1>[Cl:1][C:2]1[CH:7]=[CH:6][C:5]([C:12]2[CH:13]=[CH:14][C:15]([CH3:19])=[C:16]([CH:18]=2)[NH2:17])=[CH:4][CH:3]=1 |f:2.3.4,^1:36,38,57,76|. Reagents/catalysts: C=1C=CC(=CC1)[P](C=2C=CC=CC2)(C=3C=CC=CC3)[Pd]([P](C=4C=CC=CC4)(C=5C=CC=CC5)C=6C=CC=CC6)([P](C=7C=CC=CC7)(C=8C=CC=CC8)C=9C=CC=CC9)[P](C=1C=CC=CC1)(C=1C=CC=CC1)C=1C=CC=CC1 (tetrakis(triphenylphosphine)palladium). Reactants: ClC1=CC=C(C=C1)B(O)O (4-Chlorophenylboronic acid), BrC=1C=CC(=C(N)C1)C (5-bromo-2-methylaniline), C([O-])([O-])=O.[Na+].[Na+] (sodium carbonate). The reactants are CC1=NC(=CC=C1)C1=CC=CC=C1 (2-Methyl-6-phenylpyridine), C=CC=CC (1,3-pentadiene), BrN1C(CCC1=O)=O (N-bromosuccinimide). Product: BrCC1=NC(=CC=C1)C1=CC=CC=C1 (2-bromomethyl-6-phenylpyridine). RXN SMILES: [CH3:1][C:2]1[CH:7]=[CH:6][CH:5]=[C:4]([C:8]2[CH:13]=[CH:12][CH:11]=[CH:10][CH:9]=2)[N:3]=1.C=CC=CC.[Br:19]N1C(=O)CCC1=O>>[Br:19][CH2:1][C:2]1[CH:7]=[CH:6][CH:5]=[C:4]([C:8]2[CH:13]=[CH:12][CH:11]=[CH:10][CH:9]=2)[N:3]=1. Procedure: 2-Methyl-6-phenylpyridine, obtainable from 1,3-pentadiene and benzonitirle via the procedure of Janz and McColloch [J. Am. Chem. Soc., 77 (1955), 3413] is treated with N-bromosuccinimide to give 2-bromomethyl-6-phenylpyridine. The bromomethyl compound is treated with 1-methyl-2-cyanopyrrolidine, and the resulting salt is rearranged using sodium amide in liquid ammonia and decyanated with sodium borohydride in ethanol according to the procedures described in Example 1. The product can be purified... Starting materials: CN1CCN(C)C1=O, COc1cc(S(=O)(=O)Cl)cc(OC)c1OC, C[Si](C)(Cl)Cl, ClCCCl, [Zn]. Yields the product COc1cc(S)cc(OC)c1OC. As a reaction SMILES: [CH3:22][N:23]1[CH2:24][CH2:25][N:26]([CH3:27])[C:28]1=[O:29].[CH3:6][O:7][c:8]1[cH:9][c:10]([S:18]([Cl:19])(=[O:20])=[O:21])[cH:11][c:12]([O:16][CH3:17])[c:13]1[O:14][CH3:15].[Cl:1][Si:2]([Cl:3])([CH3:4])[CH3:5].[Cl:30][CH2:31][CH2:32][Cl:33].[Zn:34]>>[CH3:6][O:7][c:8]1[cH:9][c:10]([SH:18])[cH:11][c:12]([O:16][CH3:17])[c:13]1[O:14][CH3:15].